From a dataset of the Open Reaction Database (ORD), a public repository of structured organic reaction records. describe an organic reaction: reactants, conditions, products, and yield The reactants are ClCCl, CS(=O)(=O)Cl, NCC1CN(c2ccc3cc(-c4ccccc4C(F)(F)F)[nH]c(=O)c3c2)C(=O)O1, O, c1ccncc1. The product is CS(=O)(=O)NCC1CN(c2ccc3cc(-c4ccccc4C(F)(F)F)[nH]c(=O)c3c2)C(=O)O1. Reaction SMILES: [CH2:42]([Cl:43])[Cl:44].[CH3:36][S:37]([Cl:38])(=[O:39])=[O:40].[NH2:1][CH2:2][CH:3]1[CH2:4][N:5]([c:9]2[cH:10][cH:11][c:12]3[cH:13][c:14](-[c:20]4[c:21]([C:26]([F:27])([F:28])[F:29])[cH:22][cH:23][cH:24][cH:25]4)[nH:15][c:16](=[O:19])[c:17]3[cH:18]2)[C:6](=[O:8])[O:7]1.[OH2:41].[cH:30]1[cH:31][cH:32][n:33][cH:34][cH:35]1>>[NH:1]([CH2:2][CH:3]1[CH2:4][N:5]([c:9]2[cH:10][cH:11][c:12]3[cH:13][c:14](-[c:20]4[c:21]([C:26]([F:27])([F:28])[F:29])[cH:22][cH:23][cH:24][cH:25]4)[nH:15][c:16](=[O:19])[c:17]3[cH:18]2)[C:6](=[O:8])[O:7]1)[S:37]([CH3:36])(=[O:39])=[O:40]. Reactants: C(C)OC(CC1=CC(=C(C=C1)OC)C1=NC2=CC=CC=C2C=C1CN(CC)C(=O)C1CC1)=O ((3-{3-[(Cyclopropanecarbonyl-ethyl-amino)-methyl]-quinolin-2-yl}-4-methoxy-phenyl)-acetic acid ethyl ester), [OH-].[Li+] (lithium hydroxide). Solvent: C1CCOC1 (THF), O (H2O), CCOC(=O)C (EtOAc), O (H2O), C(CC(O)(C(=O)O)CC(=O)O)(=O)O (citric acid). The product is C1(CC1)C(=O)N(CC)CC=1C(=NC2=CC=CC=C2C1)C=1C=C(C=CC1OC)CC(=O)O ((3-{3-[(Cyclopropanecarbonyl-ethyl-amino)-methyl]-quinolin-2-yl}-4-methoxy-phenyl)-acetic acid). RXN SMILES: C([O:3][C:4](=[O:33])[CH2:5][C:6]1[CH:11]=[CH:10][C:9]([O:12][CH3:13])=[C:8]([C:14]2[C:23]([CH2:24][N:25]([C:28]([CH:30]3[CH2:32][CH2:31]3)=[O:29])[CH2:26][CH3:27])=[CH:22][C:21]3[C:16](=[CH:17][CH:18]=[CH:19][CH:20]=3)[N:15]=2)[CH:7]=1)C.[OH-].[Li+]>C1COCC1.O.CCOC(C)=O.C(O)(=O)CC(CC(O)=O)(C(O)=O)O>[CH:30]1([C:28]([N:25]([CH2:24][C:23]2[C:14]([C:8]3[CH:7]=[C:6]([CH2:5][C:4]([OH:33])=[O:3])[CH:11]=[CH:10][C:9]=3[O:12][CH3:13])=[N:15][C:16]3[C:21]([CH:22]=2)=[CH:20][CH:19]=[CH:18][CH:17]=3)[CH2:26][CH3:27])=[O:29])[CH2:32][CH2:31]1 |f:1.2|. Procedure details: (3-{3-[(Cyclopropanecarbonyl-ethyl-amino)-methyl]-quinolin-2-yl}-4-methoxy-phenyl)-acetic acid ethyl ester (0.272 g, 0.61 mmol) in THF (5 mL) and H2O (2 mL) was treated with lithium hydroxide (0.090 g, 2.1 mmol) and stirred at room temperature until no starting material was seen by analytical LCMS. The mixture was diluted with EtOAc and H2O, and citric acid was added to acidify the solution. The mixture was extracted with EtOAc, and the combined organic layers were washed with H2O, dried over Mg... The reactants are NC1=C(C=C(C(=N)N)C=C1)OC (4-amino-3-methoxy-benzamidine), ClC1=C(C=C(C#N)C#N)C=CC(=C1)Cl (2-(2,4-dichloro-benzylidene)-malononitrile). Product: NC1=C(C=C(C=C1)C1=NC(=C(C(=N1)N)CN)C1=C(C=C(C=C1)Cl)Cl)OC (2-(4-Amino-3-methoxy-phenyl)-5-aminomethyl-6-(2,4-dichloro-phenyl)-pyrimidin-4-ylamine). RXN SMILES: [NH2:1][C:2]1[CH:10]=[CH:9][C:5]([C:6]([NH2:8])=[NH:7])=[CH:4][C:3]=1[O:11][CH3:12].[Cl:13][C:14]1[CH:25]=[C:24]([Cl:26])[CH:23]=[CH:22][C:15]=1[CH:16]=[C:17]([C:20]#[N:21])[C:18]#[N:19]>>[NH2:1][C:2]1[CH:10]=[CH:9][C:5]([C:6]2[N:8]=[C:18]([NH2:19])[C:17]([CH2:20][NH2:21])=[C:16]([C:15]3[CH:22]=[CH:23][C:24]([Cl:26])=[CH:25][C:14]=3[Cl:13])[N:7]=2)=[CH:4][C:3]=1[O:11][CH3:12]. Procedure: The title compound, MS: m/e=389.9 (M+H+), was prepared from 4-amino-3-methoxy-benzamidine and 2-(2,4-dichloro-benzylidene)-malononitrile in analogy to the process described in Example 11 as a solid. The reactants are C1CCOC1, CCOC(=O)C(CCCCN=[N+]=[N-])(CCCc1cccnc1)C(=O)OCC, O, c1ccc(P(c2ccccc2)c2ccccc2)cc1. Yields the product CCOC(=O)C(CCCCN)(CCCc1cccnc1)C(=O)OCC. RXN SMILES: [CH2:47]1[O:48][CH2:49][CH2:50][CH2:51]1.[N:1](=[N+:2]=[N-:3])[CH2:4][CH2:5][CH2:6][CH2:7][C:8]([C:9](=[O:10])[O:11][CH2:12][CH3:13])([C:14](=[O:15])[O:16][CH2:17][CH3:18])[CH2:19][CH2:20][CH2:21][c:22]1[cH:23][n:24][cH:25][cH:26][cH:27]1.[OH2:52].[c:28]1([P:29]([c:30]2[cH:31][cH:32][cH:33][cH:34][cH:35]2)[c:36]2[cH:37][cH:38][cH:39][cH:40][cH:41]2)[cH:42][cH:43][cH:44][cH:45][cH:46]1>>[NH2:1][CH2:4][CH2:5][CH2:6][CH2:7][C:8]([C:9](=[O:10])[O:11][CH2:12][CH3:13])([C:14](=[O:15])[O:16][CH2:17][CH3:18])[CH2:19][CH2:20][CH2:21][c:22]1[cH:23][n:24][cH:25][cH:26][cH:27]1. Starting materials: COC(C1=CC(=C(C=C1)OCCCCl)OC)=O (4-(3-chloropropoxy)-3-methoxybenzoic acid methyl ester), FC1=CC=C(C=C1)C(O)(C1CCNCC1)C1=CC=C(C=C1)F ([α,α-bis(p-fluorophenyl)]-4-piperidinemethanol), C([O-])([O-])=O.[Na+].[Na+] (sodium carbonate), [I-].[K+] (potassium iodide), CN(C=O)C (dimethylformamide). Reagents/catalysts: [I-].[K+] (potassium iodide). Run in C(CCC)O (butanol). Product: COC(C1=C(C(=CC=C1)OC)OCCCN1CCC(CC1)C(O)(C1=CC=C(C=C1)F)C1=CC=C(C=C1)F)=O (3-[4-[Bis(4-fluorophenyl)hydroxymethyl]-1-piperidinyl]propoxyl-3-methoxybenzoic acid methyl ester). The yield is 53.0%. RXN SMILES: COC(=O)[C:4]1[CH:9]=[CH:8][C:7]([O:10][CH2:11][CH2:12][CH2:13]Cl)=[C:6]([O:15][CH3:16])[CH:5]=1.[F:18][C:19]1[CH:24]=[CH:23][C:22]([C:25]([C:33]2[CH:38]=[CH:37][C:36]([F:39])=[CH:35][CH:34]=2)([CH:27]2[CH2:32][CH2:31][NH:30][CH2:29][CH2:28]2)[OH:26])=[CH:21][CH:20]=1.[C:40](=[O:43])([O-])[O-:41].[Na+].[Na+].[I-].[K+].[CH3:48]N(C)C=O>[I-].[K+].C(O)CCC>[CH3:48][O:41][C:40](=[O:43])[C:8]1[CH:9]=[CH:4][CH:5]=[C:6]([O:15][CH3:16])[C:7]=1[O:10][CH2:11][CH2:12][CH2:13][N:30]1[CH2:29][CH2:28][CH:27]([C:25]([C:33]2[CH:34]=[CH:35][C:36]([F:39])=[CH:37][CH:38]=2)([C:22]2[CH:23]=[CH:24][C:19]([F:18])=[CH:20][CH:21]=2)[OH:26])[CH2:32][CH2:31]1 |f:2.3.4,5.6,8.9|. Procedure: Following the procedure of Example 1 and utilizing potassium iodide catalyst and substituting dimethylformamide for butanol, a mixture of 5.4 g (0.021 mole) of 4-(3-chloropropoxy)-3-methoxybenzoic acid methyl ester, 6.0 g (0.02 mole) of [α,α-bis(p-fluorophenyl)]-4-piperidinemethanol, 7.4 g (0.07 mole) of anhydrous sodium carbonate and 0.3 g of potassium iodide in 150 ml of dimethylformamide was reacted to give 5.7 g (53%) of white solid, m.p. 131°-132.5° C. after recrystallization from isopropyl... The reactants are ClC=1C=CC2=C(C=CC3=C(N=C(S3)C)C2C=2C(NC(NC2)=O)=O)C1 ((±)-5-(7-Chloro-2-methyl-4H-benzo[5,6]cyclohepta[1,2-d]thiazol-4-yl)-2,4(1H,3H)-pyrimidinedione), COC=1C=CC(=CC1)P2(=S)SP(=S)(S2)C=3C=CC(=CC3)OC (Lawesson's reagent). The solvent is O1CCOCC1 (dioxane). Product: ClC=1C=CC2=C(C=CC3=C(N=C(S3)C)C2C=2C(NC(NC2)=O)=S)C1 ((±)-5-(7-Chloro-2-methyl-4H-benzo[5,6]cyclohepta[1,2-d]thiazol-4-yl)-3,4-dihydro-4-thioxo-2(1H)-pyrimidinone). As a reaction SMILES: [Cl:1][C:2]1[CH:3]=[CH:4][C:5]2[CH:15]([C:16]3[C:17](=O)[NH:18][C:19](=[O:22])[NH:20][CH:21]=3)[C:10]3[N:11]=[C:12]([CH3:14])[S:13][C:9]=3[CH:8]=[CH:7][C:6]=2[CH:24]=1.COC1C=CC(P2(SP(C3C=CC(OC)=CC=3)(=S)S2)=[S:34])=CC=1>O1CCOCC1>[Cl:1][C:2]1[CH:3]=[CH:4][C:5]2[CH:15]([C:16]3[C:17](=[S:34])[NH:18][C:19](=[O:22])[NH:20][CH:21]=3)[C:10]3[N:11]=[C:12]([CH3:14])[S:13][C:9]=3[CH:8]=[CH:7][C:6]=2[CH:24]=1. Reported procedure: The product from step (iv) (1.35 g) and Lawesson's reagent (1.85 g) were heated at reflux in dioxane (50 ml) under nitrogen for 16 h. The reaction mixture was partitioned between ethyl acetate and brine. The organic phase was collected, dried (MgSO4), and evaporated under reduced pressure to leave a brown solid. The solid was triturated with ethyl acetate and filtered to leave a yellow solid. The reactants are C1(=CC=CC2=CC=CC=C12)C(C(=O)OC)C (Methyl 2-(1-naphthyl)-propionate), C(C(C)C)(=O)Cl (isobutyryl chloride), [Al+3].[Cl-].[Cl-].[Cl-] (AlCl3), ice water. Run in C(Cl)Cl (CH2Cl2), C(Cl)Cl (CH2Cl2). Conditions: time 2.5 hour. Product: C(C(C)C)(=O)C1=C2C=CC=C(C2=CC=C1)C(C(=O)OC)C (methyl 2-[5-isobutyryl-1-naphthyl]propionate). As a reaction SMILES: [Al+3].[Cl-].[Cl-].[Cl-].[C:5]1([CH:15]([CH3:20])[C:16]([O:18][CH3:19])=[O:17])[C:14]2[C:9](=[CH:10][CH:11]=[CH:12][CH:13]=2)[CH:8]=[CH:7][CH:6]=1.[C:21](Cl)(=[O:25])[CH:22]([CH3:24])[CH3:23]>C(Cl)Cl>[C:21]([C:10]1[CH:11]=[CH:12][CH:13]=[C:14]2[C:9]=1[CH:8]=[CH:7][CH:6]=[C:5]2[CH:15]([CH3:20])[C:16]([O:18][CH3:19])=[O:17])(=[O:25])[CH:22]([CH3:24])[CH3:23] |f:0.1.2.3|. Procedure: Under vigorous magnetic stirring, CH2Cl2 (125 cc) followed by AlCl3 (60 g) are added to a 500 cc three-necked flask provided with a cooling device with CaCl2 trap, a dropping funnel and a thermometer (said three-necked flask being immersed in a water-bath maintained at room temperature). Methyl 2-(1-naphthyl)-propionate (32.1 g) and isobutyryl chloride (18 cc) dissolved in CH2Cl2 (100 cc) are added thereto dropwise. The addition takes 2.5 hours. On completion of the addition, the ingredients are... Starting materials: C1CCOC1, COC(=O)Cc1cc(OC)ccc1Cl, CI. Product: COC(=O)C(C)c1cc(OC)ccc1Cl. RXN SMILES: [CH2:17]1[O:18][CH2:19][CH2:20][CH2:21]1.[CH3:1][O:2][C:3]([CH2:4][c:5]1[c:6]([Cl:13])[cH:7][cH:8][c:9]([O:11][CH3:12])[cH:10]1)=[O:14].[I:15][CH3:16]>>[CH3:1][O:2][C:3]([CH:4]([c:5]1[c:6]([Cl:13])[cH:7][cH:8][c:9]([O:11][CH3:12])[cH:10]1)[CH3:16])=[O:14]. The reactants are Cc1ccccc1, O=C1OC(=O)c2cc(Cl)ccc21, NCC(=O)N1c2ccccc2N(Cc2ccccc2)C(=O)C2CCCC21, O. Yields the product O=C1c2ccc(Cl)cc2C(=O)N1CC(=O)N1c2ccccc2N(Cc2ccccc2)C(=O)C2CCCC21. RXN SMILES: [CH3:40][c:41]1[cH:42][cH:43][cH:44][cH:45][cH:46]1.[Cl:27][c:28]1[cH:29][c:30]2[c:31]([cH:37][cH:38]1)[C:32](=[O:33])[O:34][C:35]2=[O:36].[NH2:1][CH2:2][C:3](=[O:4])[N:5]1[c:6]2[c:7]([cH:23][cH:24][cH:25][cH:26]2)[N:8]([CH2:16][c:17]2[cH:18][cH:19][cH:20][cH:21][cH:22]2)[C:9](=[O:15])[CH:10]2[CH:11]1[CH2:12][CH2:13][CH2:14]2.[OH2:39]>>[N:1]1([CH2:2][C:3](=[O:4])[N:5]2[c:6]3[c:7]([cH:23][cH:24][cH:25][cH:26]3)[N:8]([CH2:16][c:17]3[cH:18][cH:19][cH:20][cH:21][cH:22]3)[C:9](=[O:15])[CH:10]3[CH:11]2[CH2:12][CH2:13][CH2:14]3)[C:32](=[O:33])[c:31]2[c:30]([cH:29][c:28]([Cl:27])[cH:38][cH:37]2)[C:35]1=[O:34].